This data is from the Open Reaction Database (ORD), a public repository of structured organic reaction records. The task is: describe an organic reaction: reactants, conditions, products, and yield Reactants: O.[Na].SC1=NN=NN1C (5-mercapto-1-methyltetrazole sodium salt hydrate), S(C#N)\C=C/C(C)=O (Cis-4-thiocyano-3-buten-2-one), S(C#N)\C=C/C(C)=O (Cis-4-thiocyano-3-buten-2-one). The solvent is C(C)O (ethanol), C(C)O (ethanol). Conditions: temperature 25 celsius, time 18 hour. The product is SC1=NNN(N1C)\C=C/C(C)=O (Cis-4-(5-mercapto-1-methyltetrazolyl)-3-buten-2-one). Reaction SMILES: O.[Na].[SH:3][C:4]1[N:8]([CH3:9])[N:7]=[N:6][N:5]=1.S(/[CH:13]=[CH:14]\[C:15](=[O:17])[CH3:16])C#N>C(O)C>[SH:3][C:4]1[N:8]([CH3:9])[N:7](/[CH:13]=[CH:14]\[C:15](=[O:17])[CH3:16])[NH:6][N:5]=1 |f:0.1.2,^1:1|. Reported procedure: To a stirred solution of 5-mercapto-1-methyltetrazole sodium salt hydrate (1.1 g., 0.008 mole) in aqueous ethanol (15 ml), a solution of cis-4-thiocyano-3-buten-2-one (Compound 28) in ethanol was added dropwise over 5 minutes. A solid suspension was observed forming over the next 2 hours which was stirred at 25° C. for 18 hours. The volatiles were removed in vacuo and the residue was extracted into ethyl acetate and washed thoroughly with water. After drying (MgSO4), the solution was concentrate... Reactants: C(C(C)C)[Al](CC(C)C)CC(C)C (triisobutylaluminum), C1(=CC=CC=C1)C (toluene), C1(=CC=CC=C1)C (toluene). The product is C=CCCCCCCCC (Decene). As a reaction SMILES: C([Al](C[CH:11]([CH3:13])[CH3:12])CC(C)C)C(C)C.[C:14]1([CH3:20])[CH:19]=[CH:18][CH:17]=[CH:16][CH:15]=1>>[CH2:20]=[CH:14][CH2:15][CH2:16][CH2:17][CH2:18][CH2:19][CH2:13][CH2:11][CH3:12]. Procedure details: An autoclave with an inner volume of 5 L was charged with 3 L of the decene oligomer produced in (a) in nitrogen gas stream, and here were added trisacetylacetonatocobalt (catalyst weight: 3.0 g) dissolved in toluene and triisobutylaluminum (30 mmol) diluted with toluene. After the reaction system was purged with hydrogen twice, it was heated and kept at 80° C. under a hydrogen pressure of 0.9 MPa. Hydrogenation immediately proceeded exothermically. When four hours passed after the reaction star... Starting materials: C([O-])([O-])=O.[K+].[K+] (potassium carbonate), FC(C(=O)O)(F)F (Trifluoroacetic acid), C(C)(C)(C)OC(NC1CN(C2=CC=CC=C2C1)CC1=CC=CC=C1)=O ((1-benzyl-1,2,3,4-tetrahydroquinolin-3-yl)-carbamic acid tert-butyl ester). The solvent is CO (methanol), ClCCl (dichloromethane). Run at time 30 minute. The product is C(C1=CC=CC=C1)N1CC(CC2=CC=CC=C12)N (1-benzyl-1,2,3,4-tetrahydroquinolin-3-amine). RXN SMILES: FC(F)(F)C(O)=O.C(OC(=O)[NH:14][CH:15]1[CH2:24][C:23]2[C:18](=[CH:19][CH:20]=[CH:21][CH:22]=2)[N:17]([CH2:25][C:26]2[CH:31]=[CH:30][CH:29]=[CH:28][CH:27]=2)[CH2:16]1)(C)(C)C.C(=O)([O-])[O-].[K+].[K+]>ClCCl.CO>[CH2:25]([N:17]1[C:18]2[C:23](=[CH:22][CH:21]=[CH:20][CH:19]=2)[CH2:24][CH:15]([NH2:14])[CH2:16]1)[C:26]1[CH:27]=[CH:28][CH:29]=[CH:30][CH:31]=1 |f:2.3.4|. Procedure details: Trifluoroacetic acid (3mL) was added to a solution of (1-benzyl-1,2,3,4-tetrahydroquinolin-3-yl)-carbamic acid tert-butyl ester (481 mg, 1.42 mmol) in dichloromethane (6mL), stirred for 30 minutes at ambient temperature, and concentrated. A solution of the resulting oil in methanol (10 mL) was treated with potassium carbonate (393 mg, 2.84 mmol), stirred for an hour at room temperature, and concentrated to afford the title compound as yellow residue. MS (DCI/NH3) m/z: 239.1 [M+H]+. Starting materials: [H-].[Na+] (NaH), O[C@@H]1COCC1 ((S)-(+)-3-hydroxytetrahydrofuran), ClCC1=NC=CC=C1 (2-Chloromethylpyridine). Run in C1CCOC1 (THF). Conditions: time 30 minute. Yields the product O1C[C@H](CC1)OCC1=NC=CC=C1 ((S)-2-(Tetrahydrofuran-3-yloxymethyl)pyridine). The yield is 87.0%. RXN SMILES: [H-].[Na+].[OH:3][C@H:4]1[CH2:8][CH2:7][O:6][CH2:5]1.Cl[CH2:10][C:11]1[CH:16]=[CH:15][CH:14]=[CH:13][N:12]=1>C1COCC1>[O:6]1[CH2:7][CH2:8][C@H:4]([O:3][CH2:10][C:11]2[CH:16]=[CH:15][CH:14]=[CH:13][N:12]=2)[CH2:5]1 |f:0.1|. Reported procedure: A 3-neck flask under a nitrogen-line was charged with anhydrous THF (600 mL) through a canule. NaH (60% dispersion in mineral oil, 21.16 g, 0.529 mol, 1.5 eq) was suspended in the solvent under vigorous stirring. (S)-(+)-3-hydroxytetrahydrofuran (34.14 g, 0.388 mol., 1.1 eq) was added and stirred at room temperature for 30 minutes. 2-Chloromethylpyridine (1a; 45.00 g, 0.353 mol, 1 eq) was added neat and the mixture was stirred at reflux for 16 hours. The reaction mixture was cooled to room tempe... The reactants are N1=CN=CC(=C1)B(O)O (pyrimidine-5-boronic acid), C(=O)([O-])[O-].[K+].[K+] (K2CO3), BrC1=CC=CC=C1N1CCOCC1 (6-bromophenyl morpholine). Reagents/catalysts: Cl[Pd]Cl (PdCl2), C1=CC=C(C=C1)P([C-]2C=CC=C2)C3=CC=CC=C3.C1=CC=C(C=C1)P([C-]2C=CC=C2)C3=CC=CC=C3.[Fe+2] (dppf). Yields the product N1=CN=CC(=C1)C=1C=CC=2OCCNC2C1 (6-(pyrimidin-5-yl)-benzomorpholine). As a reaction SMILES: Br[C:2]1[C:7]([N:8]2[CH2:13][CH2:12][O:11]CC2)=[CH:6][CH:5]=[CH:4][CH:3]=1.[N:14]1[CH:19]=[C:18](B(O)O)[CH:17]=[N:16][CH:15]=1.C([O-])([O-])=O.[K+].[K+]>Cl[Pd]Cl.C1C=CC(P(C2C=CC=CC=2)[C-]2C=CC=C2)=CC=1.C1C=CC(P(C2C=CC=CC=2)[C-]2C=CC=C2)=CC=1.[Fe+2]>[N:14]1[CH:19]=[C:18]([C:5]2[CH:4]=[CH:3][C:2]3[O:11][CH2:12][CH2:13][NH:8][C:7]=3[CH:6]=2)[CH:17]=[N:16][CH:15]=1 |f:2.3.4,6.7.8|. Procedure: In a manner similar to those previously described (Examples 15-17, 67), 6-bromophenyl morpholine (67C) was treated with pyrimidine-5-boronic acid, PdCl2(dppf, and K2CO3, to provide compound 6-(pyrimidin-5-yl)-benzomorpholine, which was further converted to the title compound 68. MS m/z 294 (MH+). Starting materials: O (water), CC1=C(C=CC(=C1)C)C1=NC(=NC(=N1)C1=C(C=C(C=C1)C)C)C1=C(C=C(C=C1)O)O (2,4-bis(2′,4′-dimethylphenyl)-6-(2′,4′-dihydroxyphenyl)-1,3,5-triazine), C([O-])([O-])=O.[K+].[K+] (potassium carbonate), BrC(C(=O)OCC)C (ethyl 2-bromopropionate). Solvent: CN(C=O)C (N,N-dimethylformamide). Run at temperature 80 celsius, time 1 hour. Product: CC1=C(C=CC(=C1)C)C1=NC(=NC(=N1)C1=C(C=C(C=C1)C)C)C1=C(C=C(C=C1)OC(C)C(=O)OCC)O (2,4-bis(2′,4′-dimethylphenyl)-6-(2′-hydroxy-4′-(1″-(ethoxycarbonyl)ethoxy)phenyl)-1,3,5-triazine). The yield is 78.4%. Reaction SMILES: [CH3:1][C:2]1[CH:7]=[C:6]([CH3:8])[CH:5]=[CH:4][C:3]=1[C:9]1[N:14]=[C:13]([C:15]2[CH:20]=[CH:19][C:18]([CH3:21])=[CH:17][C:16]=2[CH3:22])[N:12]=[C:11]([C:23]2[CH:28]=[CH:27][C:26]([OH:29])=[CH:25][C:24]=2[OH:30])[N:10]=1.C(=O)([O-])[O-].[K+].[K+].Br[CH:38]([CH3:44])[C:39]([O:41][CH2:42][CH3:43])=[O:40].O>CN(C)C=O>[CH3:1][C:2]1[CH:7]=[C:6]([CH3:8])[CH:5]=[CH:4][C:3]=1[C:9]1[N:14]=[C:13]([C:15]2[CH:20]=[CH:19][C:18]([CH3:21])=[CH:17][C:16]=2[CH3:22])[N:12]=[C:11]([C:23]2[CH:28]=[CH:27][C:26]([O:29][CH:38]([C:39]([O:41][CH2:42][CH3:43])=[O:40])[CH3:44])=[CH:25][C:24]=2[OH:30])[N:10]=1 |f:1.2.3|. Reported procedure: To a mixture of 37.9 g (0.100 mol) of 2,4-bis(2′,4′-dimethylphenyl)-6-(2′,4′-dihydroxyphenyl)-1,3,5-triazine, 14.5 g ( 0.105 mol) of potassium carbonate (Fluka, 99.0%) in 250 ml of N,N-dimethylformamide (DMF, Fluka, 99.5%) there are added dropwise with stirring at 80° C. 19.0 g (0.105 mol) of ethyl 2-bromopropionate (Fluka, 98%). The mixture is held at 80° C. for 1 h, then poured into 4 l of cold water and subjected to extraction with 2 l of ethyl acetate. The organic phase is filtered and washe... Reactants: C(#N)C1=C(C=CC=C1)S(=O)(=O)N(C)C (2-cyano-N,N-dimethyl-benzenesulfonamide), Cl.CNO (N-methylhydroxylamine hydrochloride), C(#CC(=O)OCC)C(=O)OCC (diethyl acetylene-dicarboxylate), C([O-])([O-])=O.[Na+].[Na+] (sodium carbonate). Solvent: C(C)O.O (ethanol water), C(C)O (ethanol). Run at temperature 90 celsius, time 8 hour. Product: C(C)OC(=O)C1(N=C(N(O1)C)C1=C(C=CC=C1)S(N(C)C)(=O)=O)CC(=O)OCC (3-(2-Dimethylsulfamoyl-phenyl)-5-ethoxycarbonylmethyl-2-methyl-2,5-dihydro-[1,2,4]oxadiazole-5-carboxylic acid ethyl ester). Yield: 58.4%. RXN SMILES: [C:1]([C:3]1[CH:8]=[CH:7][CH:6]=[CH:5][C:4]=1[S:9]([N:12]([CH3:14])[CH3:13])(=[O:11])=[O:10])#[N:2].Cl.[CH3:16][NH:17][OH:18].C(=O)([O-])[O-].[Na+].[Na+].[C:25]([C:32]([O:34][CH2:35][CH3:36])=[O:33])#[C:26][C:27]([O:29][CH2:30][CH3:31])=[O:28]>C(O)C.O.C(O)C>[CH2:35]([O:34][C:32]([C:25]1([CH2:26][C:27]([O:29][CH2:30][CH3:31])=[O:28])[O:18][N:17]([CH3:16])[C:1]([C:3]2[CH:8]=[CH:7][CH:6]=[CH:5][C:4]=2[S:9](=[O:11])(=[O:10])[N:12]([CH3:14])[CH3:13])=[N:2]1)=[O:33])[CH3:36] |f:1.2,3.4.5,7.8|. Procedure: To a solution of 2-cyano-N,N-dimethyl-benzenesulfonamide (4.68 g, 22.3 mmol) in ethanol/water (1:1, 150 mL) was added N-methylhydroxylamine hydrochloride (3.72 g, 44.6 mmol) followed by sodium carbonate (2.36 g, 22.3 mmol). The resulting mixture was stirred at 90° C. for 8 h then concentrated. The residue was triturated with MeOH/CHCl3 (10%) and filtered. The solution was concentrated leaving an orange residue that was dissolved in ethanol (50 mL). Added to this solution was diethyl acetylene-di...